This data is from the Open Reaction Database (ORD), a public repository of structured organic reaction records. The task is: describe an organic reaction: reactants, conditions, products, and yield Starting materials: CCO, [Na+], [Na+], O=C1CCC(N2Cc3cc(CNC(=O)Nc4ccc([N+](=O)[O-])cc4)ccc3C2=O)C(=O)N1, O, O=S([O-])S(=O)[O-]. Yields the product Nc1ccc(NC(=O)NCc2ccc3c(c2)CN(C2CCC(=O)NC2=O)C3=O)cc1. As a reaction SMILES: [CH3:41][CH2:42][OH:43].[Na+:39].[Na+:40].[O:1]=[C:2]1[NH:3][C:4](=[O:32])[CH2:5][CH2:6][CH:7]1[N:8]1[C:9](=[O:31])[c:10]2[cH:11][cH:12][c:13]([CH2:17][NH:18][C:19](=[O:20])[NH:21][c:22]3[cH:23][cH:24][c:25]([N+:28]([O-:29])=[O:30])[cH:26][cH:27]3)[cH:14][c:15]2[CH2:16]1.[OH2:44].[S:33]([S:34]([O-:35])=[O:36])([O-:37])=[O:38]>>[O:1]=[C:2]1[NH:3][C:4](=[O:32])[CH2:5][CH2:6][CH:7]1[N:8]1[C:9](=[O:31])[c:10]2[cH:11][cH:12][c:13]([CH2:17][NH:18][C:19](=[O:20])[NH:21][c:22]3[cH:23][cH:24][c:25]([NH2:28])[cH:26][cH:27]3)[cH:14][c:15]2[CH2:16]1. Starting materials: CCOC(C)=O, O=S(=O)(Cl)Cc1ccc(Cl)cc1, C1CCCC(N2CCCCCCN2)CCC1, CC(N)(C#N)COc1ccc(Cl)cc1, C1CCOC1. Product: CC(C#N)(COc1ccc(Cl)cc1)S(=O)(=O)Cc1ccc(Cl)cc1. As a reaction SMILES: [CH3:48][CH2:49][O:50][C:51](=[O:52])[CH3:53].[Cl:15][c:16]1[cH:17][cH:18][c:19]([CH2:22][S:23](=[O:24])(=[O:25])[Cl:26])[cH:20][cH:21]1.[N:27]1([CH:28]2[CH2:29][CH2:30][CH2:31][CH2:32][CH2:33][CH2:34][CH2:35]2)[CH2:36][CH2:37][CH2:38][CH2:39][CH2:40][CH2:41][NH:42]1.[NH2:1][C:2]([C:3]#[N:4])([CH3:5])[CH2:6][O:7][c:8]1[cH:9][cH:10][c:11]([Cl:14])[cH:12][cH:13]1.[O:43]1[CH2:44][CH2:45][CH2:46][CH2:47]1>>[C:2]([C:3]#[N:4])([CH3:5])([CH2:6][O:7][c:8]1[cH:9][cH:10][c:11]([Cl:14])[cH:12][cH:13]1)[S:23]([CH2:22][c:19]1[cH:18][cH:17][c:16]([Cl:15])[cH:21][cH:20]1)(=[O:24])=[O:25].